Dataset: the Open Reaction Database (ORD), a public repository of structured organic reaction records. Task: describe an organic reaction: reactants, conditions, products, and yield Starting materials: N1=CC=C(C)C2=CC=CC=C12 (lepidine), BrCCCC(=O)OCC (ethyl 4-bromobutyrate). Run in C(C)(=O)OCC (ethyl acetate). Reaction conditions: temperature 145 celsius. Yields the product [Br-].C(C)OC(=O)CCCC=1C=[NH+]C2=CC=CC=C2C1C (3-(Ethoxycarbonylpropyl)-4-methylquinolinium Bromide). Isolated yield 77.0%. As a reaction SMILES: [N:1]1[C:11]2[C:6](=[CH:7][CH:8]=[CH:9][CH:10]=2)[C:4]([CH3:5])=[CH:3][CH:2]=1.[Br:12][CH2:13][CH2:14][CH2:15][C:16]([O:18][CH2:19][CH3:20])=[O:17]>C(OCC)(=O)C>[Br-:12].[CH2:19]([O:18][C:16]([CH2:15][CH2:14][CH2:13][C:3]1[CH:2]=[NH+:1][C:11]2[C:6]([C:4]=1[CH3:5])=[CH:7][CH:8]=[CH:9][CH:10]=2)=[O:17])[CH3:20] |f:3.4|. Procedure details: A mixture of 1.43 g of lepidine and 2.5 g of ethyl 4-bromobutyrate is heated at 140-150° C. for 1.5 hours. The mixture is cooled to room temperature and stirred in 100 mL of ethyl acetate for 3 hours and filtered to yield 2.6 g of Compound 5. Starting materials: CCOc1cc(C#N)ccc1O, COc1cc(C#N)ccc1O. Yields the product N#Cc1ccc(O)c(O)c1. As a reaction SMILES: [CH2:1]([CH3:2])[O:3][c:4]1[cH:5][c:6]([C:7]#[N:8])[cH:9][cH:10][c:11]1[OH:12].[CH3:13][O:14][c:15]1[cH:16][c:17]([C:22]#[N:23])[cH:18][cH:19][c:20]1[OH:21]>>[OH:3][c:4]1[cH:5][c:6]([C:7]#[N:8])[cH:9][cH:10][c:11]1[OH:12]. Reactants: O(C1=CC=CC=C1)CC(=O)Cl (phenoxyacetyl chloride), OC1=CC(NC=C1)=O (4-hydroxy-2-pyridone). Solvent: N1=CC=CC=C1 (pyridine). Run at time 4 hour. The product is O(C1=CC=CC=C1)CC(=O)OC1=CC(NC=C1)=O (4-phenoxyacetyloxy-2-pyridone). The yield is 23.0%. As a reaction SMILES: [O:1]([CH2:8][C:9](Cl)=[O:10])[C:2]1[CH:7]=[CH:6][CH:5]=[CH:4][CH:3]=1.[OH:12][C:13]1[CH:18]=[CH:17][NH:16][C:15](=[O:19])[CH:14]=1>N1C=CC=CC=1>[O:1]([CH2:8][C:9]([O:12][C:13]1[CH:18]=[CH:17][NH:16][C:15](=[O:19])[CH:14]=1)=[O:10])[C:2]1[CH:7]=[CH:6][CH:5]=[CH:4][CH:3]=1. Procedure: A 1.86 ml quantity of phenoxyacetyl chloride was added to a suspension of 1.00 g of 4-hydroxy-2-pyridone in 30 ml of pyridine, and the mixture was stirred at room temperature for four hours. The reaction mixture was concentrated and the concentrate was washed with ethyl acetate, water and chloroform in this order, thereby producing 500 mg of the title compound in a yield of 23%. Starting materials: Cl.Cl.NCC=1C=C(C=CC1)C=1N=C(SC1)N=C(N)N (4-(3-aminomethylphenyl)-2-(diaminomethyleneamino)thiazole dihydrochloride), [N-]=C=O.[K+] (potassium isocyanate). The solvent is O (water). Yields the product N(C(=O)N)CC=1C=C(C=CC1)C=1N=C(SC1)N=C(N)N (4-(3-ureidomethylphenyl)-2-(diaminomethyleneamino)thiazole). Isolated yield 44.1%. RXN SMILES: Cl.Cl.[NH2:3][CH2:4][C:5]1[CH:6]=[C:7]([C:11]2[N:12]=[C:13]([N:16]=[C:17]([NH2:19])[NH2:18])[S:14][CH:15]=2)[CH:8]=[CH:9][CH:10]=1.[N-:20]=[C:21]=[O:22].[K+]>O>[NH:3]([CH2:4][C:5]1[CH:6]=[C:7]([C:11]2[N:12]=[C:13]([N:16]=[C:17]([NH2:19])[NH2:18])[S:14][CH:15]=2)[CH:8]=[CH:9][CH:10]=1)[C:21]([NH2:20])=[O:22] |f:0.1.2,3.4|. Reported procedure: A solution of 4-(3-aminomethylphenyl)-2-(diaminomethyleneamino)thiazole dihydrochloride (1.5 g) and potassium isocyanate (0.76 g) in water (30 ml) was stirred at room temperature for 8.5 hours. The resulting precipitate was collected by filtration and then suspended in water (50 ml). The mixture was alkalilied with an aqueous potassium carbonate solution. The resulting precipitate was collected by filtration. Recrystallization from a mixture of methanol and diisopropyl ether afforded 4-(3-ureido... Reactants: CC1=NC=CC(=C1)C#CC=1N=C(NC1)C (2-methyl-4-(2-methyl-1H-imidazol-4-ylethynyl)-pyridine), BrCCC1=CC=CC=C1 ((2-bromoethyl)benzene). The product is CC1=NC=CC(=C1)C#CC=1N=C(N(C1)CCC1=CC=CC=C1)C (2-Methyl-4-(2-methyl-1-phenethyl-1H-imidazol-4-ylethynyl)-pyridine). As a reaction SMILES: [CH3:1][C:2]1[CH:7]=[C:6]([C:8]#[C:9][C:10]2[N:11]=[C:12]([CH3:15])[NH:13][CH:14]=2)[CH:5]=[CH:4][N:3]=1.Br[CH2:17][CH2:18][C:19]1[CH:24]=[CH:23][CH:22]=[CH:21][CH:20]=1>>[CH3:1][C:2]1[CH:7]=[C:6]([C:8]#[C:9][C:10]2[N:11]=[C:12]([CH3:15])[N:13]([CH2:17][CH2:18][C:19]3[CH:24]=[CH:23][CH:22]=[CH:21][CH:20]=3)[CH:14]=2)[CH:5]=[CH:4][N:3]=1. Procedure details: The title compound, MS: m/e=302.2 (M+H30), was prepared in accordance with the general method of example 1 from 2-methyl-4-(2-methyl-1H-imidazol-4-ylethynyl)-pyridine and (2-bromoethyl)benzene. Starting materials: C(C)(C)(C)OC(=O)N[C@@H](CC=1N=CSC1)C(=O)N[C@@H](CC1CCCCC1)[C@@H]1C[C@H](C(O1)=O)C ((3R, 5S)-5-{(1S)-1-[N-(t-butoxycarbonyl)-3-(4-thiazolyl)-L-alanyl]amino-2-cyclohexylethyl}-3-methyldihydrofuran-2(3H)-one), CN (methylamine). Conditions: time 1 hour. Yields the product C(C)(C)(C)OC(=O)N[C@@H](CC=1N=CSC1)C(=O)N[C@H]([C@H](C[C@H](C(=O)NC)C)O)CC1CCCCC1 ((2R, 4S, 5S)-5-[N-(t-Butoxycarbonyl)-3-(4-thiazolyl)-L-alanyl]amino-6-cyclohexyl-4-hydroxy-2,N-dimethylhexanamide). RXN SMILES: [C:1]([O:5][C:6]([NH:8][C@H:9]([C:16]([NH:18][C@H:19]([C@H:27]1[O:31][C:30](=[O:32])[C@H:29]([CH3:33])[CH2:28]1)[CH2:20][CH:21]1[CH2:26][CH2:25][CH2:24][CH2:23][CH2:22]1)=[O:17])[CH2:10][C:11]1[N:12]=[CH:13][S:14][CH:15]=1)=[O:7])([CH3:4])([CH3:3])[CH3:2].[CH3:34][NH2:35]>>[C:1]([O:5][C:6]([NH:8][C@H:9]([C:16]([NH:18][C@@H:19]([CH2:20][CH:21]1[CH2:22][CH2:23][CH2:24][CH2:25][CH2:26]1)[C@@H:27]([OH:31])[CH2:28][C@@H:29]([CH3:33])[C:30]([NH:35][CH3:34])=[O:32])=[O:17])[CH2:10][C:11]1[N:12]=[CH:13][S:14][CH:15]=1)=[O:7])([CH3:2])([CH3:4])[CH3:3]. Procedure: A solution of 500 mg (1.04 mmole) of (3R, 5S)-5-{(1S)-1-[N-(t-butoxycarbonyl)-3-(4-thiazolyl)-L-alanyl]amino-2-cyclohexylethyl}-3-methyldihydrofuran-2(3H)-one (prepared as described in Preparation 25) in 2.5 ml of a 40% by volume methanolic solution of methylamine was allowed to stand at room temperature for 1 hour. At the end of this time, any excess of the methylamine and the methanol were removed by distillation under reduced pressure. The resulting residue was recrystallized from ethyl aceta... Starting materials: CC(C)(C)C(=O)c1cn(COCC[Si](C)(C)C)c2ncc(Br)nc12, CN(C)c1ccccc1-c1ccccc1P(C(C)(C)C)C(C)(C)C, Cc1ccccc1, [K+], [K+], [K+], CC(=O)[O-], CC(=O)[O-], Oc1ccccc1, O=P([O-])([O-])[O-], [Pd+2]. The product is CC(C)(C)C(=O)c1cn(COCC[Si](C)(C)C)c2ncc(Oc3ccccc3)nc12. RXN SMILES: [Br:1][c:2]1[n:3][c:4]2[c:5]([n:6][cH:7]1)[n:8]([CH2:17][O:18][CH2:19][CH2:20][Si:21]([CH3:22])([CH3:23])[CH3:24])[cH:9][c:10]2[C:11]([C:12]([CH3:13])([CH3:14])[CH3:15])=[O:16].[C:40]([P:41]([C:42]([CH3:43])([CH3:44])[CH3:45])[c:46]1[cH:47][cH:48][cH:49][cH:50][c:51]1-[c:52]1[cH:53][cH:54][cH:55][cH:56][c:57]1[N:58]([CH3:59])[CH3:60])([CH3:61])([CH3:62])[CH3:63].[CH3:64][c:65]1[cH:66][cH:67][cH:68][cH:69][cH:70]1.[K+:37].[K+:38].[K+:39].[O-:72][C:73]([CH3:74])=[O:75].[O-:76][C:77]([CH3:78])=[O:79].[OH:25][c:26]1[cH:27][cH:28][cH:29][cH:30][cH:31]1.[P:32]([O-:33])([O-:34])([O-:35])=[O:36].[Pd+2:71]>>[c:2]1([O:25][c:26]2[cH:27][cH:28][cH:29][cH:30][cH:31]2)[n:3][c:4]2[c:5]([n:6][cH:7]1)[n:8]([CH2:17][O:18][CH2:19][CH2:20][Si:21]([CH3:22])([CH3:23])[CH3:24])[cH:9][c:10]2[C:11]([C:12]([CH3:13])([CH3:14])[CH3:15])=[O:16]. Starting materials: C1CCOC1, Cl, [Na+], [OH-], O, CC(C)CO[PH](=O)Cc1cccc(P(c2ccccc2)c2ccccc2)c1. The product is O=[PH](O)Cc1cccc(P(c2ccccc2)c2ccccc2)c1. Reaction SMILES: [CH2:32]1[O:33][CH2:34][CH2:35][CH2:36]1.[ClH:30].[Na+:2].[OH-:1].[OH2:31].[c:3]1([P:9]([c:10]2[cH:11][c:12]([CH2:16][PH:17]([O:18][CH2:19][CH:20]([CH3:21])[CH3:22])=[O:23])[cH:13][cH:14][cH:15]2)[c:24]2[cH:25][cH:26][cH:27][cH:28][cH:29]2)[cH:4][cH:5][cH:6][cH:7][cH:8]1>>[c:3]1([P:9]([c:10]2[cH:11][c:12]([CH2:16][PH:17](=[O:18])[OH:23])[cH:13][cH:14][cH:15]2)[c:24]2[cH:25][cH:26][cH:27][cH:28][cH:29]2)[cH:4][cH:5][cH:6][cH:7][cH:8]1. Run in ClCCl (dichloromethane). The reactants are CSC=1N=CC2=C(N1)N=C(C=C2)N (2-Methylsulfanyl-pyrido[2,3-d]pyrimidin-7-ylamine), CO (methanol), (±)-trans-2-(phenylsulfonyl)-3-phenyloxaziridine. Product: CS(=O)C=1N=CC2=C(N1)N=C(C=C2)N (2-Methanesulfinyl-pyrido[2,3-d]pyrimidin-7-ylamine). Reaction conditions: time 8 hour. Procedure: A suspension of 10.63 g (55.3 mmol) of 2-methylsulfanyl-pyrido[2,3-d]pyrimidin-7-ylamine (Example 7) in 300 mL of dichloromethane and 300 mL of methanol is treated with 18.06 g (69.1 mmol) of (±)-trans-2-(phenylsulfonyl)-3-phenyloxaziridine and stirred overnight. The suspension is filtered to remove a small amount of solid, concentrated to approximately 25 mL, and diluted with ethyl acetate. The solid is collected by filtration to give 9.27 g (80.5%) of the product, mp 180° C. (dec). Yield: 80.5%. As a reaction SMILES: [CH3:1][S:2][C:3]1[N:4]=[CH:5][C:6]2[CH:12]=[CH:11][C:10]([NH2:13])=[N:9][C:7]=2[N:8]=1.C[OH:15]>ClCCl>[CH3:1][S:2]([C:3]1[N:4]=[CH:5][C:6]2[CH:12]=[CH:11][C:10]([NH2:13])=[N:9][C:7]=2[N:8]=1)=[O:15]. Reactants: C/C(/C(=O)O)=C\CC ((E)-2-methyl-2-pentenoic acid), C1(=CC=CC=C1)[C@@H]1NC(OC1)=O ((S)-(+)-4-phenyl-oxazolidin-2-one), C(C)OC1N(C2=CC=CC=C2C=C1)C(=O)OCC (2-ethoxy-1-ethoxycarbonyl-1,2-dihydroquinoline), [Cl-].[Li+] (lithium chloride). The solvent is C(C)(=O)OCC (ethyl acetate). Run at temperature 75 celsius. Product: C/C(/C(=O)N1C(OC[C@@H]1C1=CC=CC=C1)=O)=C\CC ((S)-3-((E)-2-Methyl-pent-2-enoyl)-4-phenyl-oxazolidin-2-one). Isolated yield 89.2%. RXN SMILES: [CH3:1]/[C:2](=[CH:6]\[CH2:7][CH3:8])/[C:3]([OH:5])=O.[C:9]1([C@H:15]2[CH2:19][O:18][C:17](=[O:20])[NH:16]2)[CH:14]=[CH:13][CH:12]=[CH:11][CH:10]=1.C(OC1C=CC2C(=CC=CC=2)N1C(OCC)=O)C.[Cl-].[Li+]>C(OCC)(=O)C>[CH3:1]/[C:2](=[CH:6]\[CH2:7][CH3:8])/[C:3]([N:16]1[C@@H:15]([C:9]2[CH:14]=[CH:13][CH:12]=[CH:11][CH:10]=2)[CH2:19][O:18][C:17]1=[O:20])=[O:5] |f:3.4|. Procedure details: A 20 L jacketed reactor was fitted with a reflux condenser and a nitrogen inlet. To the flask was charged 1006 g (8.81 mol) of (E)-2-methyl-2-pentenoic acid, 1250 g (7.661 mol) of (S)-(+)-4-phenyl-oxazolidin-2-one, 2179 g (8.81 mol) of 2-ethoxy-1-ethoxycarbonyl-1,2-dihydroquinoline (EEDQ), 81 g (1.915 mol) of lithium chloride, and 12.5 L of ethyl acetate (EtOAc). The reaction was heated to 75° C. for 20 hours and then cooled to room temperature. The reaction solution was extracted 3× with 4 L al...